From a dataset of the Open Reaction Database (ORD), a public repository of structured organic reaction records. describe an organic reaction: reactants, conditions, products, and yield Reactants: CC1(C)OB(c2cccc(NC(=O)C3CCCN3C(=O)OCc3ccccc3)c2)OC1(C)C, CO, O=C(NC1CC1)c1csc(Br)n1, [Na+], O=C([O-])O, CN(C)C=O. Yields the product O=C(NC1CC1)c1csc(-c2cccc(NC(=O)C3CCCN3C(=O)OCc3ccccc3)c2)n1. RXN SMILES: [CH2:1]([c:2]1[cH:3][cH:4][cH:5][cH:6][cH:7]1)[O:8][C:9](=[O:10])[N:11]1[CH:12]([C:16]([NH:17][c:18]2[cH:19][c:20]([B:24]3[O:25][C:26]([CH3:27])([CH3:28])[C:29]([CH3:30])([CH3:31])[O:32]3)[cH:21][cH:22][cH:23]2)=[O:33])[CH2:13][CH2:14][CH2:15]1.[CH3:56][OH:57].[CH:34]1([NH:37][C:38](=[O:39])[c:40]2[n:41][c:42]([Br:45])[s:43][cH:44]2)[CH2:35][CH2:36]1.[Na+:50].[O-:46][C:47]([OH:48])=[O:49].[O:51]=[CH:52][N:53]([CH3:54])[CH3:55]>>[CH2:1]([c:2]1[cH:3][cH:4][cH:5][cH:6][cH:7]1)[O:8][C:9](=[O:10])[N:11]1[CH:12]([C:16]([NH:17][c:18]2[cH:19][c:20](-[c:42]3[n:41][c:40]([C:38]([NH:37][CH:34]4[CH2:35][CH2:36]4)=[O:39])[cH:44][s:43]3)[cH:21][cH:22][cH:23]2)=[O:33])[CH2:13][CH2:14][CH2:15]1. The reactants are CI (methyl iodide), CI (methyl iodide), C1COCCOCCOCCOCCOCCO1 (18-crown-6), CC(C)(C)[O-].[K+] (KOtBu), N1C=CC2=CC=CC(=C12)C(=O)N1C[C@H]([C@@H](C1)C1CC1)CN1CCC(CC1)C1=CC=C(C=C1)F (1-(7-indolecarbonyl)-3-(R)-(4-(4-fluorophenyl)piperidinylmethyl)-4-(S)-(cyclopropyl)pyrrolidine). Solvent: C1CCOC1 (THF). Reaction conditions: time 1 hour. The product is CN1C=CC2=CC=CC(=C12)C(=O)N1C[C@H]([C@@H](C1)C1CC1)CN1CCC(CC1)C1=CC=C(C=C1)F (1-(N-Methyl-7-indolecarbonyl)-3-(R)-(4-(4-fluorophenyl)piperidinylmethyl)-4-(S)-(cyclopropyl)pyrrolidine). Reaction SMILES: [CH2:1]1OCCOCCOCCOCCOCCOC1.CC([O-])(C)C.[K+].[NH:25]1[C:33]2[C:28](=[CH:29][CH:30]=[CH:31][C:32]=2[C:34]([N:36]2[CH2:40][C@@H:39]([CH:41]3[CH2:43][CH2:42]3)[C@H:38]([CH2:44][N:45]3[CH2:50][CH2:49][CH:48]([C:51]4[CH:56]=[CH:55][C:54]([F:57])=[CH:53][CH:52]=4)[CH2:47][CH2:46]3)[CH2:37]2)=[O:35])[CH:27]=[CH:26]1.CI>C1COCC1>[CH3:1][N:25]1[C:33]2[C:28](=[CH:29][CH:30]=[CH:31][C:32]=2[C:34]([N:36]2[CH2:40][C@@H:39]([CH:41]3[CH2:42][CH2:43]3)[C@H:38]([CH2:44][N:45]3[CH2:50][CH2:49][CH:48]([C:51]4[CH:52]=[CH:53][C:54]([F:57])=[CH:55][CH:56]=4)[CH2:47][CH2:46]3)[CH2:37]2)=[O:35])[CH:27]=[CH:26]1 |f:1.2|. Procedure details: To a solution of 0.015 g (0.06 mmol) of 18-crown-6 and 0.060 mL (0.06 mmol) of KOtBu (1M in THF) in 2 mL of THF was added 0.15 g (0.34 mmol) of 1-(7-indolecarbonyl)-3-(R)-(4-(4-fluorophenyl)piperidinylmethyl)-4-(S)-(cyclopropyl)pyrrolidine and the mixture was stirred for 15 min after which 0.0062 mL (0.1 mmol) methyl iodide was added. After 2 h another 0.005 mL of methyl iodide was added and the reaction mixture was stirred for 1 h. The reaction mixture was partitioned between ethyl acetate and ... Starting materials: O[Si](=O)O (metasilicic acid), S(O)(O)(=O)=O (sulfuric acid), [Si](O)(O)(O)O (silicic acid), N1=C(N)N=C(N)N=C1N (melamine), C=O (formaldehyde), N1=C(N)N=C(N)N=C1N (melamine). Reaction conditions: time 40 minute. Yields the product N1=C(N)N=C(N)N=C1N.[Si](O)(O)(O)O.N1=C(N)N=C(N)N=C1N.C=O (formaldehyde melamine silicate melamine). As a reaction SMILES: O[Si](O)=O.[N:5]1[C:12]([NH2:13])=[N:11][C:9]([NH2:10])=[N:8][C:6]=1[NH2:7].[CH2:14]=[O:15].S(=O)(=O)(O)O.[Si:21]([OH:25])([OH:24])([OH:23])[OH:22]>>[N:5]1[C:12]([NH2:13])=[N:11][C:9]([NH2:10])=[N:8][C:6]=1[NH2:7].[Si:21]([OH:25])([OH:24])([OH:23])[OH:22].[N:5]1[C:12]([NH2:13])=[N:11][C:9]([NH2:10])=[N:8][C:6]=1[NH2:7].[CH2:14]=[O:15] |f:5.6.7.8|. Procedure: The mixture of polysiliconformic acid, orthosilicoformic acid, silicoformic acid and metasilicic acid as produced in Example XIV are mixed with 30 parts by weight of melamine and added to 100 parts by weight of an aqueous solution containing about 37% formaldehyde, then dilute sulfuric acid is added until the pH is 4 to 6. The mixture is heated to 70° to 100° C., while agitating; the silicic acid and melamine go into solution, and, in 20 to 60 minutes or until the desired viscosity is obtained, ... Starting materials: CC=1C=C(C(=O)Cl)C=CC1 (3-methylbenzoyl chloride), COC=1C=C(C=CC1)C1(CNCCC1)O (3-(3-methoxy-phenyl)-piperidine-3-ol). Yields the product OC1(CN(CCC1)C(=O)C=1C=C(C=CC1)C)C1=CC(=CC=C1)OC ([3-hydroxy-3-(3-methoxyphenyl)-piperidine-1-yl]-m-tolyl-methanone). As a reaction SMILES: [CH3:1][C:2]1[CH:3]=[C:4]([CH:8]=[CH:9][CH:10]=1)[C:5](Cl)=[O:6].[CH3:11][O:12][C:13]1[CH:14]=[C:15]([C:19]2([OH:25])[CH2:24][CH2:23][CH2:22][NH:21][CH2:20]2)[CH:16]=[CH:17][CH:18]=1>>[OH:25][C:19]1([C:15]2[CH:16]=[CH:17][CH:18]=[C:13]([O:12][CH3:11])[CH:14]=2)[CH2:24][CH2:23][CH2:22][N:21]([C:5]([C:4]2[CH:3]=[C:2]([CH3:1])[CH:10]=[CH:9][CH:8]=2)=[O:6])[CH2:20]1. Procedure details: The compound of Example 8 was prepared according to the general preparation protocol A from 3-methylbenzoyl chloride and 3-(3-methoxy-phenyl)-piperidine-3-ol. Starting materials: CCN(C(C)C)C(C)C, CCCN(CC1CC1)c1cc(C(=O)O)ncn1, COC(=O)Cl, ClCCl, Nc1cccc(-n2cncn2)c1. The product is CCCN(CC1CC1)c1cc(C(=O)Nc2cccc(-n3cncn3)c2)ncn1. As a reaction SMILES: [CH:18]([N:19]([CH:20]([CH3:21])[CH3:22])[CH2:23][CH3:24])([CH3:25])[CH3:26].[CH:1]1([CH2:4][N:5]([c:6]2[cH:7][c:8]([C:12](=[O:13])[OH:14])[n:9][cH:10][n:11]2)[CH2:15][CH2:16][CH3:17])[CH2:2][CH2:3]1.[Cl:27][C:28]([O:29][CH3:30])=[O:31].[Cl:44][CH2:45][Cl:46].[n:32]1(-[c:37]2[cH:38][c:39]([NH2:40])[cH:41][cH:42][cH:43]2)[n:33][cH:34][n:35][cH:36]1>>[CH:1]1([CH2:4][N:5]([c:6]2[cH:7][c:8]([C:12](=[O:14])[NH:40][c:39]3[cH:38][c:37](-[n:32]4[n:33][cH:34][n:35][cH:36]4)[cH:43][cH:42][cH:41]3)[n:9][cH:10][n:11]2)[CH2:15][CH2:16][CH3:17])[CH2:2][CH2:3]1.